describe an organic reaction: reactants, conditions, products, and yield From a dataset of the Open Reaction Database (ORD), a public repository of structured organic reaction records. Reactants: C(C)[C@H]1[C@@H](CCCC1)N (trans-2-ethylcyclohexylamine), C(C)C1C(C(CCC1)CC)N (2,6-diethylcyclohexylamine). Yields the product CC1C(C(CCC1)C)N (2,6-dimethylcyclohexylamine). RXN SMILES: C([C@@H]1CCCC[C@H]1N)C.[CH2:10]([CH:12]1[CH2:17][CH2:16][CH2:15][CH:14]([CH2:18]C)[CH:13]1[NH2:20])C>>[CH3:10][CH:12]1[CH2:17][CH2:16][CH2:15][CH:14]([CH3:18])[CH:13]1[NH2:20]. Reported procedure: trans-2-ethylcyclohexylamine, B.P. 77°-78° (23 mm.); 2,6-diethylcyclohexylamine, B.P. 96° C., (17 mm.); Yield: 68.0%. Starting materials: ClC1=NC=C(C(=N1)Cl)F (2,4-dichloro-5-fluoropyrimidine), [S-]C#N.[K+] (potassium thiocyanate). Yields the product ClC1=NC=C(C(=N1)SC#N)F (2-chloro-5-fluoro-4-thiocyanopyrimidine). Reaction SMILES: [Cl:1][C:2]1[N:7]=[C:6](Cl)[C:5]([F:9])=[CH:4][N:3]=1.[S-:10][C:11]#[N:12].[K+]>C(O)=O>[Cl:1][C:2]1[N:7]=[C:6]([S:10][C:11]#[N:12])[C:5]([F:9])=[CH:4][N:3]=1 |f:1.2|. Reported procedure: In 50 ml of formic acid, a reaction of 10.0 g of 2,4-dichloro-5-fluoropyrimidine and 5.8 g of potassium thiocyanate was conducted at room temperature (20° C.) for 5 hours in a similar manner as Synthesis Example 1. Then, the reaction mixture was treated in a similar procedure as Synthesis Example 1, there was obtained a 68.0% yield of 2-chloro-5-fluoro-4-thiocyanopyrimidine, m.p. 103°-104° C. Solvent: C(=O)O (formic acid). Reactants: ClC1=NC2=CC=CC=C2C(=C1)C1=CC=CC=C1 (2-chloro-4-phenylquinoline), O.NN (hydrazine hydrate). Yields the product N(N)C1=NC2=CC=CC=C2C(=C1)C1=CC=CC=C1 (2-hydrazino-4-phenylquinoline). RXN SMILES: Cl[C:2]1[CH:11]=[C:10]([C:12]2[CH:17]=[CH:16][CH:15]=[CH:14][CH:13]=2)[C:9]2[C:4](=[CH:5][CH:6]=[CH:7][CH:8]=2)[N:3]=1.O.[NH2:19][NH2:20]>>[NH:19]([C:2]1[CH:11]=[C:10]([C:12]2[CH:17]=[CH:16][CH:15]=[CH:14][CH:13]=2)[C:9]2[C:4](=[CH:5][CH:6]=[CH:7][CH:8]=2)[N:3]=1)[NH2:20] |f:1.2|. Procedure details: Refluxing a 2-chloro-4-phenylquinoline (1) with hydrazine hydrate to give a 2-hydrazino-4-phenylquinoline (II); Reactants: O=C([O-])[O-], NC1CCC2(CCc3ccccc3C2)CC1, CCO, Cl, ICCCCCI, [K+], [K+], O. Product: c1ccc2c(c1)CCC1(CCC(N3CCCCC3)CC1)C2. RXN SMILES: [C:25](=[O:26])([O-:27])[O-:28].[CH2:2]1[c:3]2[cH:4][cH:5][cH:6][cH:7][c:8]2[CH2:9][CH2:10][C:11]12[CH2:12][CH2:13][CH:14]([NH2:17])[CH2:15][CH2:16]2.[CH3:31][CH2:32][OH:33].[ClH:1].[I:18][CH2:19][CH2:20][CH2:21][CH2:22][CH2:23][I:24].[K+:29].[K+:30].[OH2:34]>>[CH2:2]1[c:3]2[cH:4][cH:5][cH:6][cH:7][c:8]2[CH2:9][CH2:10][C:11]12[CH2:12][CH2:13][CH:14]([N:17]1[CH2:19][CH2:20][CH2:21][CH2:22][CH2:23]1)[CH2:15][CH2:16]2. Starting materials: CCO, CCOC(=O)c1ccc(-c2ccc(-c3ccc(Cl)cc3)s2)cc1, Cl, [Na+], C1CCOC1, [OH-], O. Yields the product O=C(O)c1ccc(-c2ccc(-c3ccc(Cl)cc3)s2)cc1. As a reaction SMILES: [CH3:33][CH2:34][OH:35].[Cl:1][c:2]1[cH:3][cH:4][c:5](-[c:8]2[cH:9][cH:10][c:11](-[c:13]3[cH:14][cH:15][c:16]([C:17](=[O:18])[O:19][CH2:20][CH3:21])[cH:22][cH:23]3)[s:12]2)[cH:6][cH:7]1.[ClH:31].[Na+:25].[O:26]1[CH2:27][CH2:28][CH2:29][CH2:30]1.[OH-:24].[OH2:32]>>[Cl:1][c:2]1[cH:3][cH:4][c:5](-[c:8]2[cH:9][cH:10][c:11](-[c:13]3[cH:14][cH:15][c:16]([C:17](=[O:18])[OH:19])[cH:22][cH:23]3)[s:12]2)[cH:6][cH:7]1. Starting materials: ClC1(CCN(CC1)C(=O)OCC1=CC=CC=C1)S(=O)(=O)NC1=C2C(=NC(=C1)C)SC(=C2C2=CC(=CC=C2)OC)C (Phenylmethyl 4-chloro-4-[({2,6-dimethyl-3-[3-(methyloxy)phenyl]thieno[2,3-b]pyridin-4-yl}amino)sulfonyl]-1-piperidinecarboxylate), [H][H] (hydrogen), CO (MeOH), C(C)(=O)O (acetic acid). The reagents and catalysts are [Pd] (Palladium on carbon). The solvent is CCO (EtOH). Product: ClC1(CCNCC1)S(=O)(=O)NC1=C2C(=NC(=C1)C)SC(=C2C2=CC(=CC=C2)OC)C (4-Chloro-N-{2,6-dimethyl-3-[3-(methyloxy)phenyl]thieno[2,3-b]pyridin-4-yl}-4-piperidinesulfonamide). Isolated yield 11.3%. RXN SMILES: [Cl:1][C:2]1([S:18]([NH:21][C:22]2[CH:27]=[C:26]([CH3:28])[N:25]=[C:24]3[S:29][C:30]([CH3:40])=[C:31]([C:32]4[CH:37]=[CH:36][CH:35]=[C:34]([O:38][CH3:39])[CH:33]=4)[C:23]=23)(=[O:20])=[O:19])[CH2:7][CH2:6][N:5](C(OCC2C=CC=CC=2)=O)[CH2:4][CH2:3]1.CO.C(O)(=O)C.[H][H]>CCO.[Pd]>[Cl:1][C:2]1([S:18]([NH:21][C:22]2[CH:27]=[C:26]([CH3:28])[N:25]=[C:24]3[S:29][C:30]([CH3:40])=[C:31]([C:32]4[CH:37]=[CH:36][CH:35]=[C:34]([O:38][CH3:39])[CH:33]=4)[C:23]=23)(=[O:20])=[O:19])[CH2:3][CH2:4][NH:5][CH2:6][CH2:7]1. Procedure: Phenylmethyl 4-chloro-4-[({2,6-dimethyl-3-[3-(methyloxy)phenyl]thieno[2,3-b]pyridin-4-yl}amino)sulfonyl]-1-piperidinecarboxylate (Example 10) (80 mg, 0.133 mmol) was taken-up in EtOH (5 mL), MeOH (5 mL) and acetic acid (1 mL). 10% Palladium on carbon (14.19 mg, 0.013 mmol) was then added and the reaction mixture was stirred at RT under 2 Bar of hydrogen for 48 h. The reaction mixture was then filtered through celite and the celite was washed with 50 mL of MeOH. The solvent was concentrated to gi... The reactants are ClC=1C=CC(=C(C1)N1C(NC2=C1C=CC(=C2)C(F)(F)F)=O)O (1,3-dihydro-1-(5-chloro-2-hydroxyphenyl)-5-trifluoromethyl-2H-benzimidazol-2-one), BrBr (bromine), O (water). The solvent is C(C)(=O)O (acetic acid). Conditions: time 20 minute. Yields the product ClC=1C=C(C(=C(C1)N1C(NC2=C1C=CC(=C2)C(F)(F)F)=O)O)Br (1,3-dihydro-1-(5-chloro-3-bromo-2-hydroxyphenyl)-5-trifluoromethyl-2H-benzimidazol-2-one). As a reaction SMILES: [Cl:1][C:2]1[CH:3]=[CH:4][C:5]([OH:22])=[C:6]([N:8]2[C:12]3[CH:13]=[CH:14][C:15]([C:17]([F:20])([F:19])[F:18])=[CH:16][C:11]=3[NH:10][C:9]2=[O:21])[CH:7]=1.[Br:23]Br.O>C(O)(=O)C>[Cl:1][C:2]1[CH:3]=[C:4]([Br:23])[C:5]([OH:22])=[C:6]([N:8]2[C:12]3[CH:13]=[CH:14][C:15]([C:17]([F:18])([F:20])[F:19])=[CH:16][C:11]=3[NH:10][C:9]2=[O:21])[CH:7]=1. Reported procedure: A solution of 1,3-dihydro-1-(5-chloro-2-hydroxyphenyl)-5-trifluoromethyl-2H-benzimidazol-2-one (0.2 g, 0.6 mmol) in glacial acetic acid (5 ml) at room temperature was added bromine (45 μl, 0.9 mmol) and, after stirring for 20 minutes, the mixture was poured into water (25 ml). The crude product was collected by filtration, taken up in hot ethanol and precipitated by addition of water yielding the title compound as white crystals, M.p. 254°-255° C.